Dataset: the Open Reaction Database (ORD), a public repository of structured organic reaction records. Task: describe an organic reaction: reactants, conditions, products, and yield The reactants are C(C)(C)(C)[Si](OCCC1=CC=C(C=C1)[N+](=O)[O-])(C)C (t-Butyldimethyl(4-nitrophenethoxy)silane). Reagents/catalysts: [Pd] (palladium). The solvent is C(C)(=O)OCC (ethyl acetate). Reaction conditions: time 3 day. Product: [Si](C)(C)(C(C)(C)C)OCCC1=CC=C(N)C=C1 (4-[2-(t-Butyldimethylsilyloxy)ethyl]aniline). Isolated yield 95.0%. As a reaction SMILES: [C:1]([Si:5]([CH3:19])([CH3:18])[O:6][CH2:7][CH2:8][C:9]1[CH:14]=[CH:13][C:12]([N+:15]([O-])=O)=[CH:11][CH:10]=1)([CH3:4])([CH3:3])[CH3:2]>C(OCC)(=O)C.[Pd]>[Si:5]([O:6][CH2:7][CH2:8][C:9]1[CH:10]=[CH:11][C:12]([NH2:15])=[CH:13][CH:14]=1)([C:1]([CH3:3])([CH3:4])[CH3:2])([CH3:19])[CH3:18]. Reported procedure: The compound (1.65 g, 5.86 mmol) prepared in step 1 was dissolved in ethyl acetate (20 ml), added with 10%-palladium (Pd) (165 mg) at room temperature. The reaction mixture was stirred for 3 days under hydrogen gas. 10%-palladium (Pd) was removed by using celite-filter and the filtrate was concentrated under reduced pressure. The residue was then purified by flash column chromatography (ethylacetate:hexane=1:4) to obtain the title compound (1.4 g, yield: 95%, colorless oil).